From a dataset of the Open Reaction Database (ORD), a public repository of structured organic reaction records. describe an organic reaction: reactants, conditions, products, and yield The reactants are C(C)OC(=O)C1(CC2=CC=CC=C2C1)NC(C1=C(C(=CC=C1)C)OCC=C)=O (2-(2-Allyloxy-3-methyl-benzoylamino)-indan-2-carboxylic acid ethyl ester), [OH-].[K+] (KOH), O (water). Solvent: CCO (EtOH). Run at time 8 hour. Yields the product C(C=C)OC1=C(C(=O)NC2(CC3=CC=CC=C3C2)C(=O)O)C=CC=C1C (2-(2-Allyloxy-3-methyl-benzoylamino)-indan-2-carboxylic acid). The yield is 97.0%. As a reaction SMILES: C([O:3][C:4]([C:6]1([NH:15][C:16](=[O:28])[C:17]2[CH:22]=[CH:21][CH:20]=[C:19]([CH3:23])[C:18]=2[O:24][CH2:25][CH:26]=[CH2:27])[CH2:14][C:13]2[C:8](=[CH:9][CH:10]=[CH:11][CH:12]=2)[CH2:7]1)=[O:5])C.[OH-].[K+].O>CCO>[CH2:25]([O:24][C:18]1[C:19]([CH3:23])=[CH:20][CH:21]=[CH:22][C:17]=1[C:16]([NH:15][C:6]1([C:4]([OH:5])=[O:3])[CH2:14][C:13]2[C:8](=[CH:9][CH:10]=[CH:11][CH:12]=2)[CH2:7]1)=[O:28])[CH:26]=[CH2:27] |f:1.2|. Procedure details: The mixture of 2-(2-allyloxy-3-methyl-benzoylamino)-indan-2-carboxylic acid ethyl ester (4) (168 mg, 0.44 mmol) and KOH (500 mg, 8.9 mmol) is dissolved in EtOH (5 mL) and water (0.5 mL) under a water bath. The water bath is removed when KOH is completely dissolved and the resulting reaction solution is stirred at RT for 8 h. After concentration in vacuo, the residue is dissolved in water (20 mL) and acidified with conc. HCl until no more white precipitate came out of the water. The precipitate i... Starting materials: CCOCC, CC#N, O=C=NC(=O)c1ccc(C(F)(F)F)cc1, Nc1ccc(Cl)cc1. The product is O=C(NC(=O)c1ccc(C(F)(F)F)cc1)Nc1ccc(Cl)cc1. As a reaction SMILES: [CH2:24]([O:25][CH2:26][CH3:27])[CH3:28].[CH3:29][C:30]#[N:31].[F:1][C:2]([c:3]1[cH:4][cH:5][c:6]([C:7](=[O:8])[N:9]=[C:10]=[O:11])[cH:12][cH:13]1)([F:14])[F:15].[NH2:16][c:17]1[cH:18][cH:19][c:20]([Cl:21])[cH:22][cH:23]1>>[F:1][C:2]([c:3]1[cH:4][cH:5][c:6]([C:7](=[O:8])[NH:9][C:10](=[O:11])[NH:16][c:17]2[cH:18][cH:19][c:20]([Cl:21])[cH:22][cH:23]2)[cH:12][cH:13]1)([F:14])[F:15].